Dataset: the Open Reaction Database (ORD), a public repository of structured organic reaction records. Task: describe an organic reaction: reactants, conditions, products, and yield Starting materials: CC(C)c1c(C(=O)NCc2ccccc2)nn(-c2ccc(F)cc2)c1C=CC(O)CC(O)CC(=O)OC(C)(C)C, CO, Cl. The product is CC(C)c1c(C(=O)NCc2ccccc2)nn(-c2ccc(F)cc2)c1CCC(O)CC(O)CC(=O)OC(C)(C)C. As a reaction SMILES: [C:2]([CH3:3])([CH3:4])([CH3:5])[O:6][C:7]([CH2:8][CH:9]([CH2:10][CH:11]([CH:12]=[CH:13][c:14]1[n:15](-[c:32]2[cH:33][cH:34][c:35]([F:38])[cH:36][cH:37]2)[n:16][c:17]([C:22]([NH:23][CH2:24][c:25]2[cH:26][cH:27][cH:28][cH:29][cH:30]2)=[O:31])[c:18]1[CH:19]([CH3:20])[CH3:21])[OH:39])[OH:40])=[O:41].[CH3:42][OH:43].[ClH:1]>>[C:2]([CH3:3])([CH3:4])([CH3:5])[O:6][C:7]([CH2:8][CH:9]([CH2:10][CH:11]([CH2:12][CH2:13][c:14]1[n:15](-[c:32]2[cH:33][cH:34][c:35]([F:38])[cH:36][cH:37]2)[n:16][c:17]([C:22]([NH:23][CH2:24][c:25]2[cH:26][cH:27][cH:28][cH:29][cH:30]2)=[O:31])[c:18]1[CH:19]([CH3:20])[CH3:21])[OH:39])[OH:40])=[O:41]. The reactants are BrCC1CC(NC1)=O (4-bromomethylpyrrolidin-2-one), [H-].[Na+] (NaH), C(C)(C)(C)OC(NC1=NC=CC(=C1)C)=O ((4-Methylpyridin-2-yl)carbamic acid tert-butyl ester), [Na] (sodium), [Br-] (bromide). Solvent: CN(C)C=O (DMF). Product: C(C)(C)(C)OC(N(CC1CNC(C1)=O)C1=NC=CC(=C1)C)=O ((4-methylpyridin-2-yl)-(5-oxo-pyrrolidin-3-ylmethyl)carbamic acid tert-butyl ester). Reaction SMILES: [C:1]([O:5][C:6](=[O:15])[NH:7][C:8]1[CH:13]=[C:12]([CH3:14])[CH:11]=[CH:10][N:9]=1)([CH3:4])([CH3:3])[CH3:2].Br[CH2:17][CH:18]1[CH2:22][NH:21][C:20](=[O:23])[CH2:19]1.[H-].[Na+].[Na].[Br-]>CN(C=O)C>[C:1]([O:5][C:6](=[O:15])[N:7]([C:8]1[CH:13]=[C:12]([CH3:14])[CH:11]=[CH:10][N:9]=1)[CH2:17][CH:18]1[CH2:19][C:20](=[O:23])[NH:21][CH2:22]1)([CH3:4])([CH3:3])[CH3:2] |f:2.3,^1:25|. Reported procedure: (4-Methylpyridin-2-yl)carbamic acid tert-butyl ester was alkylated with 4-bromomethylpyrrolidin-2-one by deprotonation in DMF at 0° C. with NaH and treating the sodium salt with the bromide at room temperature. After dilution of the reaction mixture with ethyl acetate and washing with saturated aqueous NaHCO3 the crude product was purified by chromatography on silica gel (ethyl acetate/hexane) to yield (14) as yellow oil. Reactants: COC=1CC=2CC[C@H]3[C@@H]4C=C[C@@H]([C@@]4(CC)CC[C@@H]3C2CC1)O (3-methoxy-18-methyl-2,5(10),15-estratrien-17β-ol), C(C)(C)(C)O (t-butanol). The reagents and catalysts are [O-2].[O-2].[Mn+4] (manganese dioxide). Solvent: C(Cl)(Cl)Cl (chloroform), C(Cl)(Cl)Cl (chloroform). Yields the product COC=1CC=2CC[C@H]3[C@@H]4C=CC([C@@]4(CC)CC[C@@H]3C2CC1)=O (3-Methoxy-18-methyl-2,5(10),15-estratrien-17-one). RXN SMILES: [CH3:1][O:2][C:3]1[CH2:4][C:5]2[CH2:6][CH2:7][C@@H:8]3[C@@H:18]([C:19]=2[CH2:20][CH:21]=1)[CH2:17][CH2:16][C@@:13]1([CH2:14][CH3:15])[C@H:9]3[CH:10]=[CH:11][C@@H:12]1[OH:22].C(O)(C)(C)C>C(Cl)(Cl)Cl.[O-2].[O-2].[Mn+4]>[CH3:1][O:2][C:3]1[CH2:4][C:5]2[CH2:6][CH2:7][C@@H:8]3[C@@H:18]([C:19]=2[CH2:20][CH:21]=1)[CH2:17][CH2:16][C@@:13]1([CH2:14][CH3:15])[C@H:9]3[CH:10]=[CH:11][C:12]1=[O:22] |f:3.4.5|. Procedure: 4.7 g of 3-methoxy-18-methyl-2,5(10),15-estratrien-17β-ol is refluxed for 18 hours in 250 ml of chloroform and 35 ml of t-butanol with 10 g of manganese dioxide. The product is suctioned off over Celite, rewashed with chloroform and concentrated under reduced pressure. After chromatographic purification on silica gel with hexane/ethyl acetate, 4.1 g of pure 3-methoxy-18-methyl-2,5(10),15-estratrien-17-one with a melting point of 89°-91° C. is obtained. Reactants: CCC(c1ccccc1)N(C)C(=O)c1csc(C2CCN(C(=O)OC(C)(C)C)CC2)n1, Cl, C1COCCO1. Yields the product CCC(c1ccccc1)N(C)C(=O)c1csc(C2CCNCC2)n1. As a reaction SMILES: [CH3:1][N:2]([C:3](=[O:4])[c:5]1[n:6][c:7]([CH:10]2[CH2:11][CH2:12][N:13]([C:16]([O:17][C:18]([CH3:19])([CH3:20])[CH3:21])=[O:22])[CH2:14][CH2:15]2)[s:8][cH:9]1)[CH:23]([CH2:24][CH3:25])[c:26]1[cH:27][cH:28][cH:29][cH:30][cH:31]1.[ClH:32].[O:33]1[CH2:34][CH2:35][O:36][CH2:37][CH2:38]1>>[CH3:1][N:2]([C:3](=[O:4])[c:5]1[n:6][c:7]([CH:10]2[CH2:11][CH2:12][NH:13][CH2:14][CH2:15]2)[s:8][cH:9]1)[CH:23]([CH2:24][CH3:25])[c:26]1[cH:27][cH:28][cH:29][cH:30][cH:31]1. Reactants: [BH4-].[Na+] (sodium borohydride), C(C)N(C(=O)N1N=C(C(=C1)C=O)S(=O)(=O)C1=C(C(=CC=C1)Cl)C)CC (1-(diethylcarbamoyl)-3-(2-methyl-3-chlorophenylsulfonyl)-4-formylpyrazole), O (water). Solvent: CO (methanol). Conditions: time 30 minute. Yields the product C(C)N(C(=O)N1N=C(C(=C1)CO)S(=O)(=O)C1=C(C(=CC=C1)Cl)C)CC (1-(Diethylcarbamoyl)-3-(2-methyl-3-chlorophenylsulfonyl)-4-hydroxymethylpyrazole). As a reaction SMILES: [BH4-].[Na+].[CH2:3]([N:5]([CH2:26][CH3:27])[C:6]([N:8]1[CH:12]=[C:11]([CH:13]=[O:14])[C:10]([S:15]([C:18]2[CH:23]=[CH:22][CH:21]=[C:20]([Cl:24])[C:19]=2[CH3:25])(=[O:17])=[O:16])=[N:9]1)=[O:7])[CH3:4].O>CO>[CH2:26]([N:5]([CH2:3][CH3:4])[C:6]([N:8]1[CH:12]=[C:11]([CH2:13][OH:14])[C:10]([S:15]([C:18]2[CH:23]=[CH:22][CH:21]=[C:20]([Cl:24])[C:19]=2[CH3:25])(=[O:17])=[O:16])=[N:9]1)=[O:7])[CH3:27] |f:0.1|. Procedure: 11 mg of sodium borohydride were added at 0° C. to a solution of 112 mg of 1-(diethylcarbamoyl)-3-(2-methyl-3-chlorophenylsulfonyl)-4-formylpyrazole [prepared as described in Example 9(3)] in 3.5 ml of methanol, and the resulting mixture was stirred for 30 minutes. At the end of this time, the reaction mixture was poured into water and extracted with ethyl acetate. The extract was washed with a saturated aqueous solution of sodium chloride, dried over anhydrous sodium sulfate and concentrated by... Reactants: CC(C)(C)OC(=O)N1CCCC12CCCNC2, O=C([O-])[O-], Clc1ncnc2[nH]ccc12, [K+], [K+], O. Yields the product CC(C)(C)OC(=O)N1CCCC12CCCN(c1ncnc3[nH]ccc13)C2. Reaction SMILES: [C:1]([CH3:2])([CH3:3])([CH3:4])[O:5][C:6](=[O:7])[N:8]1[CH2:9][CH2:10][CH2:11][C:12]12[CH2:13][NH:14][CH2:15][CH2:16][CH2:17]2.[C:28](=[O:29])([O-:30])[O-:31].[Cl:18][c:19]1[c:20]2[c:21]([n:22][cH:23][n:24]1)[nH:25][cH:26][cH:27]2.[K+:32].[K+:33].[OH2:34]>>[C:1]([CH3:2])([CH3:3])([CH3:4])[O:5][C:6](=[O:7])[N:8]1[CH2:9][CH2:10][CH2:11][C:12]12[CH2:13][N:14]([c:19]1[c:20]3[c:21]([n:22][cH:23][n:24]1)[nH:25][cH:26][cH:27]3)[CH2:15][CH2:16][CH2:17]2. Starting materials: [OH-].[Na+] (sodium hydroxide), NC1=C(C=C(C(=C1)N1C[C@H](CC1)N(C)C)C1=CC=CC=C1)C#N (4-Amino-6-[(3S)-3-(dimethylamino)pyrrolidin-1-yl]biphenyl-3-carbonitrile), C(C)(=O)OCC (ethyl acetate), C(C(C)(C)C)(=O)Cl (pivaloyl chloride). The solvent is N1=CC=CC=C1 (pyridine). Reaction conditions: time 3 day. Yields the product C(#N)C=1C(=CC(=C(C1)C1=CC=CC=C1)N1C[C@H](CC1)N(C)C)NC(C(C)(C)C)=O (N-[5-Cyano-2-((3S)-3-(dimethylamino)pyrrolidin-1-yl)biphenyl-4-yl]-2,2-dimethylpropionamide). Isolated yield 95.1%. Reaction SMILES: [NH2:1][C:2]1[CH:7]=[C:6]([N:8]2[CH2:12][CH2:11][C@H:10]([N:13]([CH3:15])[CH3:14])[CH2:9]2)[C:5]([C:16]2[CH:21]=[CH:20][CH:19]=[CH:18][CH:17]=2)=[CH:4][C:3]=1[C:22]#[N:23].[C:24](Cl)(=[O:29])[C:25]([CH3:28])([CH3:27])[CH3:26].C(OCC)(=O)C.[OH-].[Na+]>N1C=CC=CC=1>[C:22]([C:3]1[C:2]([NH:1][C:24](=[O:29])[C:25]([CH3:28])([CH3:27])[CH3:26])=[CH:7][C:6]([N:8]2[CH2:12][CH2:11][C@H:10]([N:13]([CH3:14])[CH3:15])[CH2:9]2)=[C:5]([C:16]2[CH:17]=[CH:18][CH:19]=[CH:20][CH:21]=2)[CH:4]=1)#[N:23] |f:3.4|. Procedure: 4-Amino-6-[(3S)-3-(dimethylamino)pyrrolidin-1-yl]biphenyl-3-carbonitrile (I-243) (300 mg, 0.98 mmol) was dissolved in pyridine (3 ml), and under nitrogen atmosphere at room temperature, pivaloyl chloride (181 μl, 1.47 mmol) was added. After stirring at room temperature for 3 days, the reaction liquid was fractionated with ethyl acetate and aqueous 1 M sodium hydroxide solution. The organic layer was washed with saturated brine, then dried over anhydrous sodium sulfate. The insoluble matter was s... Starting materials: ClC(=O)OCC1=CC=CC=C1 (benzyl chloroformate), CC(C)(S(=O)(=O)OCC)C1=CC=C(C=C1)CBr (ethyl 1-methyl-1-(4-bromomethylphenyl)ethanesulfonate), C(C)(C)(C)OC(CN=C(C1=CC=CC=C1)C1=CC=CC=C1)=O (N-diphenylmethyleneglycine t butyl ester), C[Si](C)(C)[N-][Si](C)(C)C.[Na+] (sodium bis(trimethylsilyl)amide), OS(=O)(=O)O (H2SO4). The solvent is O (Water), C1CCOC1 (THF). Conditions: time 4 hour. Yields the product C(C)(C)(C)OC(CC)=O (propanoic acid t butyl ester). Isolated yield 250.2%. RXN SMILES: [CH3:1]C(C1C=CC(CBr)=CC=1)(S(OCC)(=O)=O)C.[C:18]([O:22][C:23](=[O:39])[CH2:24]N=C(C1C=CC=CC=1)C1C=CC=CC=1)([CH3:21])([CH3:20])[CH3:19].C[Si]([N-][Si](C)(C)C)(C)C.[Na+].ClC(OCC1C=CC=CC=1)=O.OS(O)(=O)=O>C1COCC1.O>[C:18]([O:22][C:23](=[O:39])[CH2:24][CH3:1])([CH3:21])([CH3:20])[CH3:19] |f:2.3|. Procedure: To a solution of ethyl 1-methyl-1-(4-bromomethylphenyl)ethanesulfonate (0.64 g, 1.89 mol) and N-diphenylmethyleneglycine t butyl ester (0.586 g, 1.98 mmol) in THF (6.5 mL) cooled on ice was added sodium bis(trimethylsilyl)amide (2M in THF, 1.04 mL). After 30 minutes the solvent was evaporated, the residue was taken up in acetic acid (2 mL), water (2 mL) and methanol (4 mL), and stirred at rt for 4 hours. The methanol was evaporated, water was added, and the mixture was washed with hexane/ether 1...